This data is from the Open Reaction Database (ORD), a public repository of structured organic reaction records. The task is: describe an organic reaction: reactants, conditions, products, and yield Reactants: Cl.C1(=CC=CC=C1)C(C1=CC=CC=C1)OC(=O)C1=C(CS[C@H]2N1C([C@H]2N)=O)OS(=O)(=O)C (7β-amino-3-methanesulfonyloxy-3-cephem-4-carboxylic acid diphenylmethyl ester hydrochloride), C(C)(C)(C)OC(=O)NC=1SC=C(N1)/C(/C(=O)O)=N/OC ((Z)-2-(2-t-butoxycarbonylaminothiazol-4-yl)-2-methoxyiminoacetic acid), CN1CCOCC1 (N-methylmorpholine), P(=O)(OC1=CC=CC=C1)(Cl)Cl (phenyl dichlorophosphate). Run in ClCCl (dichloromethane). Product: C1(=CC=CC=C1)C(C1=CC=CC=C1)OC(=O)C1=C(CS[C@H]2N1C([C@H]2NC(\C(=N/OC)\C=2N=C(SC2)NC(=O)OC(C)(C)C)=O)=O)OS(=O)(=O)C (7β-[(Z)-2-(2-t-butoxycarbonylaminothiazol-4-yl)-2-methoxyiminoacetyl]amino-3-methanesulfonyloxy-3-cephem-4-carboxylic acid diphenylmethyl ester). Yield: 71.9%. Reaction SMILES: Cl.[C:2]1([CH:8]([O:15][C:16]([C:18]2[N:23]3[C:24](=[O:27])[C@@H:25]([NH2:26])[C@H:22]3[S:21][CH2:20][C:19]=2[O:28][S:29]([CH3:32])(=[O:31])=[O:30])=[O:17])[C:9]2[CH:14]=[CH:13][CH:12]=[CH:11][CH:10]=2)[CH:7]=[CH:6][CH:5]=[CH:4][CH:3]=1.[C:33]([O:37][C:38]([NH:40][C:41]1[S:42][CH:43]=[C:44](/[C:46](=[N:50]/[O:51][CH3:52])/[C:47](O)=[O:48])[N:45]=1)=[O:39])([CH3:36])([CH3:35])[CH3:34].CN1CCOCC1.P(Cl)(Cl)(OC1C=CC=CC=1)=O>ClCCl>[C:2]1([CH:8]([O:15][C:16]([C:18]2[N:23]3[C:24](=[O:27])[C@@H:25]([NH:26][C:47](=[O:48])/[C:46](/[C:44]4[N:45]=[C:41]([NH:40][C:38]([O:37][C:33]([CH3:35])([CH3:34])[CH3:36])=[O:39])[S:42][CH:43]=4)=[N:50]\[O:51][CH3:52])[C@H:22]3[S:21][CH2:20][C:19]=2[O:28][S:29]([CH3:32])(=[O:31])=[O:30])=[O:17])[C:9]2[CH:10]=[CH:11][CH:12]=[CH:13][CH:14]=2)[CH:3]=[CH:4][CH:5]=[CH:6][CH:7]=1 |f:0.1|. Reported procedure: To a suspension of 7β-amino-3-methanesulfonyloxy-3-cephem-4-carboxylic acid diphenylmethyl ester hydrochloride (994 mg: 2 mMol.) and (Z)-2-(2-t-butoxycarbonylaminothiazol-4-yl)-2-methoxyiminoacetic acid (662 mg: 2.2 mMol.) in dichloromethane (16 ml) is added at -30° C. N-methylmorpholine (0.72 ml: 6.6 mMol.) and phenyl dichlorophosphate (0.33 ml: 2.2 mMol.), and the mixture is stirred at the same temperature for 2.5 hours. The reaction mixture is quenched by adding 10% hydrochloric acid (5 ml) a... The reactants are COC(=O)CCC(=O)c1cc(NC(C)=O)ccc1OCC1CO1, CC(C)(C)N, CO. Product: COC(=O)CCC(=O)c1cc(NC(C)=O)ccc1OCC(O)CNC(C)(C)C. As a reaction SMILES: [C:1]([CH3:2])(=[O:3])[NH:4][c:5]1[cH:6][cH:7][c:8]([O:19][CH2:20][CH:21]2[CH2:22][O:23]2)[c:9]([C:10](=[O:11])[CH2:12][CH2:13][C:14](=[O:15])[O:16][CH3:17])[cH:18]1.[C:24]([CH3:25])([CH3:26])([CH3:27])[NH2:28].[CH3:29][OH:30]>>[C:1]([CH3:2])(=[O:3])[NH:4][c:5]1[cH:6][cH:7][c:8]([O:19][CH2:20][CH:21]([CH2:22][NH:28][C:24]([CH3:25])([CH3:26])[CH3:27])[OH:23])[c:9]([C:10](=[O:11])[CH2:12][CH2:13][C:14](=[O:15])[O:16][CH3:17])[cH:18]1.